From a dataset of the Open Reaction Database (ORD), a public repository of structured organic reaction records. describe an organic reaction: reactants, conditions, products, and yield The reactants are ClC1=CC=C(CN)C=C1 (4-chlorobenzylamine), BrC1=C(C(=O)OC)C=CN=C1 (methyl 3-bromoisonicotinate), 4A. Product: ClC1=CC=C(CNN2CC=C(C=C2)C(=O)OC)C=C1 (methyl 1-[(4-chlorobenzyl)amino]pyridine-4-carboxylate). Isolated yield 72.0%. Reaction SMILES: [Cl:1][C:2]1[CH:9]=[CH:8][C:5]([CH2:6][NH2:7])=[CH:4][CH:3]=1.Br[C:11]1[CH:20]=[N:19][CH:18]=[CH:17][C:12]=1[C:13]([O:15][CH3:16])=[O:14]>>[Cl:1][C:2]1[CH:9]=[CH:8][C:5]([CH2:6][NH:7][N:19]2[CH:18]=[CH:17][C:12]([C:13]([O:15][CH3:16])=[O:14])=[CH:11][CH2:20]2)=[CH:4][CH:3]=1. Procedure details: The title compound was prepared in 72% yield from 4-chlorobenzylamine and methyl 3-bromoisonicotinate according to the procedure for Preparation 4A. 1H NMR (400 MHz, CDCl3): δ 8.14 (s, 1H), 7.94 (d, 1H, J=5.0 Hz), 7.82 (br s, 1H), 7.62 (d, 1H, J=5.0 Hz), 7.24-7.32 (m, 4H), 4.47 (d, 2H, J=5.7 Hz), 3.89 (s, 3H). [M+H] calc'd for C14H13ClN2O2, 277, 279; found 277, 279. As a reaction SMILES: [CH3:1][NH:2][C:3]([C@@H:5]1[CH2:13][C:12]2[C:7](=[CH:8][CH:9]=[CH:10][CH:11]=2)[N:6]1[C:14](=[O:29])[C@@H:15]([NH:18]C(OCC1C=CC=CC=1)=O)[CH2:16][CH3:17])=[O:4].C(O)(=O)C(O)=O>CO.[Pd]>[CH3:1][NH:2][C:3]([C@@H:5]1[CH2:13][C:12]2[C:7](=[CH:8][CH:9]=[CH:10][CH:11]=2)[N:6]1[C:14](=[O:29])[C@@H:15]([NH2:18])[CH2:16][CH3:17])=[O:4]. Procedure: 2.15 g (5.44 mmol) of the compound obtained in step d) are dissolved in 200 ml of methanol and 0.85 g of activated 10% palladium-on-charcoal (wet) is added. The reaction mixture is hydrogenated at 60 psi for 3 hours. The solution is filtered and 1.3 equivalents (0.64 g) of oxalic acid (7.07 mmol) are added and the solution is then concentrated under vacuum. Ethanol is added, followed by ether (1:50 ratio) and a crystallized product is obtained. After filtration and washing with diethyl ether, th... Run in CO (methanol). Product: CNC(=O)[C@H]1N(C2=CC=CC=C2C1)C([C@H](CC)N)=O (1-(2(S)-aminobutyryl)-2(S)-indolinecarboxylic Acid methylamide). Reaction conditions: time 3 hour. The reagents and catalysts are [Pd] (palladium-on-charcoal). Reactants: CNC(=O)[C@H]1N(C2=CC=CC=C2C1)C([C@H](CC)NC(=O)OCC1=CC=CC=C1)=O (1-(N-benzyloxycarbonyl-2(S)-aminobutyryl)-2(S)-indolinecarboxylic acid methylamide), C(C(=O)O)(=O)O (oxalic acid). Reactants: CC(=O)NCCCC(O)(c1ccc(F)c(-c2cccc(C)c2)c1)C1CCCN(C(=O)OC(C)(C)C)C1, Cc1ccccc1. The product is CC(=O)NCCC=C(c1ccc(F)c(-c2cccc(C)c2)c1)C1CCCN(C(=O)OC(C)(C)C)C1. As a reaction SMILES: [C:1]([CH3:2])(=[O:3])[NH:4][CH2:5][CH2:6][CH2:7][C:8]([OH:9])([c:10]1[cH:11][c:12](-[c:17]2[cH:18][c:19]([CH3:23])[cH:20][cH:21][cH:22]2)[c:13]([F:16])[cH:14][cH:15]1)[CH:24]1[CH2:25][N:26]([C:30](=[O:31])[O:32][C:33]([CH3:34])([CH3:35])[CH3:36])[CH2:27][CH2:28][CH2:29]1.[CH3:37][c:38]1[cH:39][cH:40][cH:41][cH:42][cH:43]1>>[C:1]([CH3:2])(=[O:3])[NH:4][CH2:5][CH2:6][CH:7]=[C:8]([c:10]1[cH:11][c:12](-[c:17]2[cH:18][c:19]([CH3:23])[cH:20][cH:21][cH:22]2)[c:13]([F:16])[cH:14][cH:15]1)[CH:24]1[CH2:25][N:26]([C:30](=[O:31])[O:32][C:33]([CH3:34])([CH3:35])[CH3:36])[CH2:27][CH2:28][CH2:29]1. The reactants are CC(C)(C)OC(=O)NC(CCOc1ccc(C(=NO)C(=O)NC2CN(C(C(=O)O)c3ccc(OCc4ccccc4)cc3)C2=O)cc1)C(=O)O, CCOCC, O=C(O)C(F)(F)F, c1ccccc1. The product is NC(CCOc1ccc(C(=NO)C(=O)NC2CN(C(C(=O)O)c3ccc(OCc4ccccc4)cc3)C2=O)cc1)C(=O)O. Reaction SMILES: [C:1]([O:2][C:3](=[O:4])[NH:8][CH:9]([CH2:10][CH2:11][O:12][c:13]1[cH:14][cH:15][c:16]([C:19]([C:20](=[O:21])[NH:22][CH:23]2[C:24](=[O:45])[N:25]([CH:27]([c:28]3[cH:29][cH:30][c:31]([O:34][CH2:35][c:36]4[cH:37][cH:38][cH:39][cH:40][cH:41]4)[cH:32][cH:33]3)[C:42](=[O:43])[OH:44])[CH2:26]2)=[N:46][OH:47])[cH:17][cH:18]1)[C:48](=[O:49])[OH:50])([CH3:5])([CH3:6])[CH3:7].[CH3:58][CH2:59][O:60][CH2:61][CH3:62].[F:51][C:52]([F:53])([F:54])[C:55]([OH:56])=[O:57].[cH:63]1[cH:64][cH:65][cH:66][cH:67][cH:68]1>>[NH2:8][CH:9]([CH2:10][CH2:11][O:12][c:13]1[cH:14][cH:15][c:16]([C:19]([C:20](=[O:21])[NH:22][CH:23]2[C:24](=[O:45])[N:25]([CH:27]([c:28]3[cH:29][cH:30][c:31]([O:34][CH2:35][c:36]4[cH:37][cH:38][cH:39][cH:40][cH:41]4)[cH:32][cH:33]3)[C:42](=[O:43])[OH:44])[CH2:26]2)=[N:46][OH:47])[cH:17][cH:18]1)[C:48](=[O:49])[OH:50]. Reactants: C1(=CC=CC=C1)C1C(C2=CC=CC=C2CC1)C1=CC=C(C=C1)C=CC(=O)O (3-[4-(2-Phenyl-1,2,3,4-tetrahydro-naphthalen-1-yl)-phenyl]-acrylic acid), C1(=CC=CC=C1)S(=O)(=O)N (benzene sulfonamide). Yields the product C1(=CC=CC=C1)C1C(C2=CC=CC=C2CC1)C1=CC=C(C=C1)C=CC(=O)NS(=O)(=O)C1=CC=CC=C1 (N-{3-[4-(2-Phenyl-1,2,3,4-tetrahydro-naphthalen-1-yl)-phenyl]-acryloyl}-benzenesulfonamide). Reaction SMILES: [C:1]1([CH:7]2[CH2:16][CH2:15][C:14]3[C:9](=[CH:10][CH:11]=[CH:12][CH:13]=3)[CH:8]2[C:17]2[CH:22]=[CH:21][C:20]([CH:23]=[CH:24][C:25](O)=[O:26])=[CH:19][CH:18]=2)[CH:6]=[CH:5][CH:4]=[CH:3][CH:2]=1.[C:28]1([S:34]([NH2:37])(=[O:36])=[O:35])[CH:33]=[CH:32][CH:31]=[CH:30][CH:29]=1>>[C:1]1([CH:7]2[CH2:16][CH2:15][C:14]3[C:9](=[CH:10][CH:11]=[CH:12][CH:13]=3)[CH:8]2[C:17]2[CH:18]=[CH:19][C:20]([CH:23]=[CH:24][C:25]([NH:37][S:34]([C:28]3[CH:33]=[CH:32][CH:31]=[CH:30][CH:29]=3)(=[O:36])=[O:35])=[O:26])=[CH:21][CH:22]=2)[CH:2]=[CH:3][CH:4]=[CH:5][CH:6]=1. Reported procedure: Prepared by coupling 7d and benzene sulfonamide in accordance with Procedure 1, Method A described hereinabove. ESI m/z: 492 (M−H−, 100%). Reactants: COC(=O)C(NC(=O)c1cc2c(Oc3ccc(C(C)(C)C)cc3)cccc2c(CC2CCCC2)n1)C(C)(C)C, [Li+], [OH-]. The product is CC(C)(C)c1ccc(Oc2cccc3c(CC4CCCC4)nc(C(=O)NC(C(=O)O)C(C)(C)C)cc23)cc1. As a reaction SMILES: [CH3:1][O:2][C:3]([CH:4]([C:5]([CH3:6])([CH3:7])[CH3:8])[NH:9][C:10](=[O:11])[c:12]1[n:13][c:14]([CH2:33][CH:34]2[CH2:35][CH2:36][CH2:37][CH2:38]2)[c:15]2[cH:16][cH:17][cH:18][c:19]([O:22][c:23]3[cH:24][cH:25][c:26]([C:29]([CH3:30])([CH3:31])[CH3:32])[cH:27][cH:28]3)[c:20]2[cH:21]1)=[O:39].[Li+:41].[OH-:40]>>[O:2]=[C:3]([CH:4]([C:5]([CH3:6])([CH3:7])[CH3:8])[NH:9][C:10](=[O:11])[c:12]1[n:13][c:14]([CH2:33][CH:34]2[CH2:35][CH2:36][CH2:37][CH2:38]2)[c:15]2[cH:16][cH:17][cH:18][c:19]([O:22][c:23]3[cH:24][cH:25][c:26]([C:29]([CH3:30])([CH3:31])[CH3:32])[cH:27][cH:28]3)[c:20]2[cH:21]1)[OH:39]. Starting materials: C(C1=CC=CC=C1)N1C(=C(C2=CC(=CC=C12)C1=CC=C(C=C1)O)CC1=CC=CC=C1)C1=CC=CC=C1 (4-(1,3-dibenzyl-2-phenyl-1H-indol-5-yl)-phenol), C(=O)([O-])[O-].[K+].[K+] (K2CO3), BrCC#N (bromoacetonitrile). The solvent is CC(=O)C (acetone). Yields the product C(C1=CC=CC=C1)N1C(=C(C2=CC(=CC=C12)C1=CC=C(OCC#N)C=C1)CC1=CC=CC=C1)C1=CC=CC=C1 ([4-(1,3-Dibenzyl-2-phenyl-1H-indol-5-yl)-phenoxy]-acetonitrile), product. Isolated yield 82.8%. As a reaction SMILES: [CH2:1]([N:8]1[C:16]2[C:11](=[CH:12][C:13]([C:17]3[CH:22]=[CH:21][C:20]([OH:23])=[CH:19][CH:18]=3)=[CH:14][CH:15]=2)[C:10]([CH2:24][C:25]2[CH:30]=[CH:29][CH:28]=[CH:27][CH:26]=2)=[C:9]1[C:31]1[CH:36]=[CH:35][CH:34]=[CH:33][CH:32]=1)[C:2]1[CH:7]=[CH:6][CH:5]=[CH:4][CH:3]=1.C([O-])([O-])=O.[K+].[K+].Br[CH2:44][C:45]#[N:46]>CC(C)=O>[CH2:1]([N:8]1[C:16]2[C:11](=[CH:12][C:13]([C:17]3[CH:22]=[CH:21][C:20]([O:23][CH2:44][C:45]#[N:46])=[CH:19][CH:18]=3)=[CH:14][CH:15]=2)[C:10]([CH2:24][C:25]2[CH:26]=[CH:27][CH:28]=[CH:29][CH:30]=2)=[C:9]1[C:31]1[CH:36]=[CH:35][CH:34]=[CH:33][CH:32]=1)[C:2]1[CH:3]=[CH:4][CH:5]=[CH:6][CH:7]=1 |f:1.2.3|. Procedure: The desired product was prepared using a procedure similar to step 5 of example 3. Thus, 4-(1,3-dibenzyl-2-phenyl-1H-indol-5-yl)-phenol (0.542 g, 1.163 mmol) was reacted with K2CO3 (0.225 g, 1.628 mmol) and bromoacetonitrile (0.195 g, 1.628 mmol) in acetone (10 ml) to give the product (0.486 g, 0.963 mmol, 83%) as a viscous, yellow oil. 1H NMR (DMSO-d6) δ 4.08 (s, 2H), 5.19 (s, 2H), 5.36 (s, 2H), 6.89 (d, J=7.3 Hz, 2H), 7.10-7.24 (m, 10H), 7.37-7.51 (m, 7H), 7.57 (d, J=8.9 Hz, 2H), 7.63 (s, 1H);...